From a dataset of the Open Reaction Database (ORD), a public repository of structured organic reaction records. describe an organic reaction: reactants, conditions, products, and yield Isolated yield 58.1%. As a reaction SMILES: F[C:2]1[CH:9]=[CH:8][CH:7]=[C:6]([O:10][CH2:11][C:12]2[CH:17]=[CH:16][C:15]([I:18])=[CH:14][CH:13]=2)[C:3]=1[C:4]#[N:5].C(=O)(O)O.[NH2:23][C:24]([NH2:26])=[NH:25]>CC(N(C)C)=O>[I:18][C:15]1[CH:14]=[CH:13][C:12]([CH2:11][O:10][C:6]2[CH:7]=[CH:8][CH:9]=[C:2]3[C:3]=2[C:4]([NH2:5])=[N:25][C:24]([NH2:26])=[N:23]3)=[CH:17][CH:16]=1 |f:1.2|. Reaction conditions: time 3 hour. Reported procedure: 2-Fluoro-6-(4-iodobenzyloxy)benzonitrile (176.6 mg, 0.5 mmol) and guanidine carbonate (110 mg; 0.66 mmol) were heated at 140° C. in dimethyl acetamide for 7 hours. The mixture was cooled to room temperature and stored in the freezer overnight. The precipitate was collected by filtration and the filtrate was diluted with dichloromethane. The filtrate was stored in the freezer for 3 hours. The resulting precipitate was collected by filtration and all the solids were combined and crystallized from ... Starting materials: FC1=C(C#N)C(=CC=C1)OCC1=CC=C(C=C1)I (2-Fluoro-6-(4-iodobenzyloxy)benzonitrile), C(O)(O)=O.NC(=N)N (guanidine carbonate). Yields the product IC1=CC=C(COC2=C3C(=NC(=NC3=CC=C2)N)N)C=C1 (5-(4-iodobenzyloxy)quinazoline-2,4-diamine). Run in CC(=O)N(C)C (dimethyl acetamide). Reactants: C1(=CC=CC=C1)P(C1=CC=CC=C1)C1=CC=CC=C1 (triphenylphosphine), C(Cl)(Cl)(Cl)Cl (carbon tetrachloride), OCCCN(C(=O)C=1N(C(=C2C=C(C=CC12)Cl)C1=CC=CC=C1)C)C (5-chloro-2-methyl-3-phenylisoindole-1-carboxylic acid (3-hydroxypropyl)methylamide). Solvent: O1CCOCC1 (dioxane). The product is ClCCCN(C(=O)C=1N(C(=C2C=C(C=CC12)Cl)C1=CC=CC=C1)C)C (5-chloro-2-methyl-3-phenylisoindole-1-carboxyic acid (3-chloropropyl)methylamide). As a reaction SMILES: C1(P(C2C=CC=CC=2)C2C=CC=CC=2)C=CC=CC=1.C(Cl)(Cl)(Cl)[Cl:21].O[CH2:26][CH2:27][CH2:28][N:29]([CH3:49])[C:30]([C:32]1[N:33]([CH3:48])[C:34]([C:42]2[CH:47]=[CH:46][CH:45]=[CH:44][CH:43]=2)=[C:35]2[C:40]=1[CH:39]=[CH:38][C:37]([Cl:41])=[CH:36]2)=[O:31]>O1CCOCC1>[Cl:21][CH2:26][CH2:27][CH2:28][N:29]([CH3:49])[C:30]([C:32]1[N:33]([CH3:48])[C:34]([C:42]2[CH:47]=[CH:46][CH:45]=[CH:44][CH:43]=2)=[C:35]2[C:40]=1[CH:39]=[CH:38][C:37]([Cl:41])=[CH:36]2)=[O:31]. Procedure details: A solution of 13.6 g. of triphenylphosphine in 40 ml. of carbon tetrachloride and 24 ml. of dioxane is treated with 14.3 g. of 5-chloro-2-methyl-3-phenylisoindole-1-carboxylic acid (3-hydroxypropyl)methylamide and the mixture is subsequently boiled at reflux for 1 hour. After cooling, the mixture is concentrated to dryness under reduced pressure. The residual oil is chromatographed on 800 g. of silica gel using methylene chloride/ethyl acetate (4:1) for the elution. The homogeneous fractions yie...